Dataset: the Open Reaction Database (ORD), a public repository of structured organic reaction records. Task: describe an organic reaction: reactants, conditions, products, and yield Starting materials: COC=1C=C(C=CC1NC(=O)NC1=C(C=CC=C1)C)CC(=O)OC1=C(C(=C(C(=C1F)F)F)F)F (pentafluorophenyl 3-methoxy-4-[N′-(2-methylphenyl)ureido]phenylacetate), FC1CC(NC1)COC1=C(C=C(C(=O)OCC)C=C1)OC (ethyl 4-(4-fluoro-2-pyrrolidinyl)methoxy-3-methoxybenzoate). The solvent is CN(C)C=O (DMF), CCOC(=O)C (EtOAc). Conditions: time 1 hour. Product: FC1CC(N(C1)C(CC1=CC(=C(C=C1)NC(=O)NC1=C(C=CC=C1)C)OC)=O)COC1=C(C=C(C(=O)OCC)C=C1)OC (ethyl 4-[[4-fluoro-1-[3-methoxy-4-[N′-(2-methylphenyl)ureido]phenylacetyl]-2-pyrrolidinyl]methoxy]-3-methoxybenzoate). Isolated yield 100.7%. RXN SMILES: [CH3:1][O:2][C:3]1[CH:4]=[C:5]([CH2:20][C:21]([O:23]C2C(F)=C(F)C(F)=C(F)C=2F)=O)[CH:6]=[CH:7][C:8]=1[NH:9][C:10]([NH:12][C:13]1[CH:18]=[CH:17][CH:16]=[CH:15][C:14]=1[CH3:19])=[O:11].[F:35][CH:36]1[CH2:40][NH:39][CH:38]([CH2:41][O:42][C:43]2[CH:53]=[CH:52][C:46]([C:47]([O:49][CH2:50][CH3:51])=[O:48])=[CH:45][C:44]=2[O:54][CH3:55])[CH2:37]1>CN(C=O)C.CCOC(C)=O>[F:35][CH:36]1[CH2:40][N:39]([C:21](=[O:23])[CH2:20][C:5]2[CH:6]=[CH:7][C:8]([NH:9][C:10]([NH:12][C:13]3[CH:18]=[CH:17][CH:16]=[CH:15][C:14]=3[CH3:19])=[O:11])=[C:3]([O:2][CH3:1])[CH:4]=2)[CH:38]([CH2:41][O:42][C:43]2[CH:53]=[CH:52][C:46]([C:47]([O:49][CH2:50][CH3:51])=[O:48])=[CH:45][C:44]=2[O:54][CH3:55])[CH2:37]1. Procedure details: A mixture of pentafluorophenyl 3-methoxy-4-[N′-(2-methylphenyl)ureido]phenylacetate (404.0 mg, 0.840 mmol), ethyl 4-(4-fluoro-2-pyrrolidinyl)methoxy-3-methoxybenzoate (250.0 mg, 0.840 mmol), Et3 N (141 μl, 1.009 mmol) in DMF (4.0 mL) was stirred for 1 hr at room temp. The mixture was diluted with EtOAc, washed with water, brine, and dried over Na2SO4. The solvent was removed under a reduced pressure and the residue was chromatographed on silica-gel with n-hexane:EtOAc (1:3, v/v) to afford 502 mg... Reactants: ClC1=NN=C(C2=CC=CC=C12)N1[C@@H](CN(CC1)C(=O)C1CCCCC1)C ((R)-(4-(4-chlorophthalazin-1-yl)-3-methylpiperazin-1-yl)(cyclohexyl)methanone), OCC1=CC=C(C=C1)B(O)O (4-(hydroxymethyl)phenylboronic acid), C([O-])([O-])=O.[Na+].[Na+] (sodium carbonate). Reagents/catalysts: C=1C=CC(=CC1)/C=C/C(=O)/C=C/C2=CC=CC=C2.C=1C=CC(=CC1)/C=C/C(=O)/C=C/C2=CC=CC=C2.C=1C=CC(=CC1)/C=C/C(=O)/C=C/C2=CC=CC=C2.[Pd].[Pd] (tris(dibenzylideneacetone)dipalladium). The solvent is C1(=CC=CC=C1)C (toluene), C(C)(=O)OCC (ethyl acetate), hexanes. Run at temperature 100 celsius. The product is C1(CCCCC1)C(=O)N1C[C@H](N(CC1)C1=NN=C(C2=CC=CC=C12)C1=CC=C(C=C1)CO)C ((R)-cyclohexyl(4-(4-(4-(hydroxymethyl)phenyl)phthalazin-1-yl)-3-methylpiperazin-1-yl)methanone). RXN SMILES: Cl[C:2]1[C:11]2[C:6](=[CH:7][CH:8]=[CH:9][CH:10]=2)[C:5]([N:12]2[CH2:17][CH2:16][N:15]([C:18]([CH:20]3[CH2:25][CH2:24][CH2:23][CH2:22][CH2:21]3)=[O:19])[CH2:14][C@H:13]2[CH3:26])=[N:4][N:3]=1.[OH:27][CH2:28][C:29]1[CH:34]=[CH:33][C:32](B(O)O)=[CH:31][CH:30]=1.C(=O)([O-])[O-].[Na+].[Na+]>C1(C)C=CC=CC=1.C(OCC)(=O)C.C1C=CC(/C=C/C(/C=C/C2C=CC=CC=2)=O)=CC=1.C1C=CC(/C=C/C(/C=C/C2C=CC=CC=2)=O)=CC=1.C1C=CC(/C=C/C(/C=C/C2C=CC=CC=2)=O)=CC=1.[Pd].[Pd]>[CH:20]1([C:18]([N:15]2[CH2:16][CH2:17][N:12]([C:5]3[C:6]4[C:11](=[CH:10][CH:9]=[CH:8][CH:7]=4)[C:2]([C:32]4[CH:33]=[CH:34][C:29]([CH2:28][OH:27])=[CH:30][CH:31]=4)=[N:3][N:4]=3)[C@H:13]([CH3:26])[CH2:14]2)=[O:19])[CH2:25][CH2:24][CH2:23][CH2:22][CH2:21]1 |f:2.3.4,7.8.9.10.11|. Procedure details: (R)-(4-(4-chlorophthalazin-1-yl)-3-methylpiperazin-1-yl)(cyclohexyl)methanone (JK-21) (150 mg, 0.402 mmol), 4-(hydroxymethyl)phenylboronic acid (85.6 mg, 0.563 mmol), and tetrakis(triphenylphosphine)palladium (0) (23.6 mg, 0.0201 mmol) were dissolved in toluene (5 mL) and aqueous sodium carbonate (2.0M, 0.500 mL) under an atmosphere of argon. The reaction was heated at 100° C. for 23 hours, then cooled and taken up in ethyl acetate (80 mL). After washing with aqueous K2CO3 (10%), water, and satu... Starting materials: BrC1=CC=C(C=C1)C(CC(=O)C=1C=CC(NC1)=O)C1CCC1 (5-[3-(4-bromo-phenyl)-3-cyclobutyl-propionyl]-1H-pyridin-2-one), IC (iodomethane), C([O-])([O-])=O.[K+].[K+] (potassium carbonate). Product: BrC1=CC=C(C=C1)C(CC(=O)C=1C=CC(N(C1)C)=O)C1CCC1 (5-[3-(4-Bromo-phenyl)-3-cyclobutyl-propionyl]-1-methyl-1H-pyridin-2-one). As a reaction SMILES: [Br:1][C:2]1[CH:7]=[CH:6][C:5]([CH:8]([CH:19]2[CH2:22][CH2:21][CH2:20]2)[CH2:9][C:10]([C:12]2[CH:13]=[CH:14][C:15](=[O:18])[NH:16][CH:17]=2)=[O:11])=[CH:4][CH:3]=1.IC.[C:25](=O)([O-])[O-].[K+].[K+]>>[Br:1][C:2]1[CH:3]=[CH:4][C:5]([CH:8]([CH:19]2[CH2:22][CH2:21][CH2:20]2)[CH2:9][C:10]([C:12]2[CH:13]=[CH:14][C:15](=[O:18])[N:16]([CH3:25])[CH:17]=2)=[O:11])=[CH:6][CH:7]=1 |f:2.3.4|. Procedure: In analogy to example 161, step 1, 5-[3-(4-bromo-phenyl)-3-cyclobutyl-propionyl]-1H-pyridin-2-one was reacted with iodomethane in the presence of potassium carbonate to give the title compound as a light yellow oil, MS (ESI+): m/z=374.1 [M+H]+. Reactants: BrC1=C(C=CC2=CC(=CC=C12)C=1OC2=C(C1C(CCCC)=O)C=CC=C2)OCC(=O)OCC (ethyl 2-{[1-bromo-6-(3-pentanoyl-1-benzofuran-2-yl)-2-naphthyl]oxy}acetate), [OH-].[Na+] (sodium hydroxide). The solvent is C(C)O (ethanol). Yields the product BrC1=C(C=CC2=CC(=CC=C12)C=1OC2=C(C1C(CCCC)=O)C=CC=C2)OCC(=O)O (2-{[1-Bromo-6-(3-pentanoyl-1-benzofuran-2-yl)-2-naphthyl]oxy}acetic acid). Yield: 54.0%. Reaction SMILES: [Br:1][C:2]1[C:11]2[C:6](=[CH:7][C:8]([C:12]3[O:13][C:14]4[CH:26]=[CH:25][CH:24]=[CH:23][C:15]=4[C:16]=3[C:17](=[O:22])[CH2:18][CH2:19][CH2:20][CH3:21])=[CH:9][CH:10]=2)[CH:5]=[CH:4][C:3]=1[O:27][CH2:28][C:29]([O:31]CC)=[O:30].[OH-].[Na+]>C(O)C>[Br:1][C:2]1[C:11]2[C:6](=[CH:7][C:8]([C:12]3[O:13][C:14]4[CH:26]=[CH:25][CH:24]=[CH:23][C:15]=4[C:16]=3[C:17](=[O:22])[CH2:18][CH2:19][CH2:20][CH3:21])=[CH:9][CH:10]=2)[CH:5]=[CH:4][C:3]=1[O:27][CH2:28][C:29]([OH:31])=[O:30] |f:1.2|. Procedure details: The title compound was prepared from ethyl 2-{[1-bromo-6-(3-pentanoyl-1-benzofuran-2-yl)-2-naphthyl]oxy}acetate (0.988 g, 1.94 mmol), and sodium hydroxide (3.9 mL, 3.9 mmol) in ethanol (15 mL) in substantially the same manner as described in Step 2 of Example 2. Purification by flash chromatography on acid treated (phosphoric acid) silica gel using 10-40% ethyl acetate in hexane as an eluant and subsequent crystallization from acetonitrile furnished the title compound as a light yellow solid (0.... The reactants are ClC=1C=C(C=CC1Cl)[C@]1(CN(CC1)C(C1=CC(=C(C(=C1)OC)OC)OC)=O)CCCS(=O)(=O)[O-] ((S)-2-[3(3,4-dichloro-phenyl)-1-(3,4,5-trimethoxy-benzoyl)-pyrrolidin-3-yl]-ethyl-methanesulfonate), Cl.N1=CC=C(C=C1)C1(CCNCC1)C(=O)N (4-(pyridin-4-yl)-piperidine-4-carboxylic acid amide hydrochloride), C(C)(=O)OCC (ethyl acetate). Solvent: CO.ClCCl (methanol dichloromethane), CO.ClCCl (methanol dichloromethane), CO.ClCCl (methanol dichloromethane). The product is ClC=1C=C(C=CC1Cl)[C@@]1(CN(CC1)C(C1=CC(=C(C(=C1)OC)OC)OC)=O)CCN1CCC(CC1)(C(=O)N)C1=CC=NC=C1 ((R)-1-[2-[3-(3,4-dichloro-phenyl)-1-(3,4,5-trimethoxy-benzoyl)-pyrrolidin-3-yl]-ethyl]-4-(pyridin-4-yl)-piperidine-4-carboxylic acid amide). RXN SMILES: [Cl:1][C:2]1[CH:3]=[C:4]([C@:9]2([CH2:28][CH2:29]CS([O-])(=O)=O)[CH2:13][CH2:12][N:11]([C:14](=[O:27])[C:15]3[CH:20]=[C:19]([O:21][CH3:22])[C:18]([O:23][CH3:24])=[C:17]([O:25][CH3:26])[CH:16]=3)[CH2:10]2)[CH:5]=[CH:6][C:7]=1[Cl:8].Cl.[N:36]1[CH:41]=[CH:40][C:39]([C:42]2([C:48]([NH2:50])=[O:49])[CH2:47][CH2:46][NH:45][CH2:44][CH2:43]2)=[CH:38][CH:37]=1.C(OCC)(=O)C>CO.ClCCl>[Cl:1][C:2]1[CH:3]=[C:4]([C@@:9]2([CH2:28][CH2:29][N:45]3[CH2:46][CH2:47][C:42]([C:39]4[CH:40]=[CH:41][N:36]=[CH:37][CH:38]=4)([C:48]([NH2:50])=[O:49])[CH2:43][CH2:44]3)[CH2:13][CH2:12][N:11]([C:14](=[O:27])[C:15]3[CH:20]=[C:19]([O:21][CH3:22])[C:18]([O:23][CH3:24])=[C:17]([O:25][CH3:26])[CH:16]=3)[CH2:10]2)[CH:5]=[CH:6][C:7]=1[Cl:8] |f:1.2,4.5|. Reported procedure: Prepare by the method of example 88.6 using (S)-2-[3(3,4-dichloro-phenyl)-1-(3,4,5-trimethoxy-benzoyl)-pyrrolidin-3-yl]-ethyl-methanesulfonate (4 mmol) and 4-(pyridin-4-yl)-piperidine-4-carboxylic acid amide hydrochloride (4.4 mmol). Chromatograph on silica gel eluting sequentially with ethyl acetate, 3% methanol/dichloromethane, 6% methanol/dichloromethane, and then 10% methanol/dichloromethane to give the title compound: Rf =0.3 (silica gel, 10% methanol/dichloromethane). The reactants are CN(C)C=O, ClCCCCc1cccc2cncn12, [Na], CCOC(=O)c1ccc(O)cc1. Product: CCOC(=O)c1ccc(OCCCCc2cccc3cncn23)cc1. As a reaction SMILES: [CH3:28][N:29]([CH3:30])[CH:31]=[O:32].[Cl:1][CH2:2][CH2:3][CH2:4][CH2:5][c:6]1[cH:7][cH:8][cH:9][c:10]2[n:11]1[cH:12][n:13][cH:14]2.[Na:15].[OH:16][c:17]1[cH:18][cH:19][c:20]([C:21](=[O:22])[O:23][CH2:24][CH3:25])[cH:26][cH:27]1>>[CH2:2]([CH2:3][CH2:4][CH2:5][c:6]1[cH:7][cH:8][cH:9][c:10]2[n:11]1[cH:12][n:13][cH:14]2)[O:16][c:17]1[cH:18][cH:19][c:20]([C:21](=[O:22])[O:23][CH2:24][CH3:25])[cH:26][cH:27]1. Reactants: ClC=1C=CC(=C(C1)C1=NC(=CC(=C1)NC=1C=2C(N=CC1)=CN(N2)CC2=CC=C(C=C2)OC)C)F (N-(2-(5-chloro-2-fluorophenyl)-6-methylpyridin-4-yl)-2-(4-methoxybenzyl)-2H-pyrazolo[4,3-b]pyridin-7-amine), ClC=1C=CC(=C(C1)C1=NC(=CC(=C1)NC1=C2C(=NC=C1)C=NN2CC2=CC=C(C=C2)OC)C)F (N-(2-(5-chloro-2-fluorophenyl)-6-methylpyridin-4-yl)-1-(4-methoxybenzyl)-1H-pyrazolo[4,3-b]pyridin-7-amine), C(=O)(C(F)(F)F)O (TFA). RXN SMILES: [Cl:1][C:2]1[CH:3]=[CH:4][C:5]([F:34])=[C:6]([C:8]2[CH:13]=[C:12]([NH:14][C:15]3[C:16]4[C:17](=[CH:21][N:22](CC5C=CC(OC)=CC=5)[N:23]=4)[N:18]=[CH:19][CH:20]=3)[CH:11]=[C:10]([CH3:33])[N:9]=2)[CH:7]=1.ClC1C=CC(F)=C(C2C=C(NC3C=CN=C4C=NN(CC5C=CC(OC)=CC=5)C=34)C=C(C)N=2)C=1.C(O)(C(F)(F)F)=O>>[Cl:1][C:2]1[CH:3]=[CH:4][C:5]([F:34])=[C:6]([C:8]2[CH:13]=[C:12]([NH:14][C:15]3[CH:20]=[CH:19][N:18]=[C:17]4[CH:21]=[N:22][NH:23][C:16]=34)[CH:11]=[C:10]([CH3:33])[N:9]=2)[CH:7]=1. Yields the product ClC=1C=CC(=C(C1)C1=NC(=CC(=C1)NC1=C2C(=NC=C1)C=NN2)C)F (N-(2-(5-chloro-2-fluorophenyl)-6-methylpyridin-4-yl)-1H-pyrazolo[4,3-b]pyridin-7-amine). Yield: 69.0%. Procedure details: (R)-BINAP (0.632 g, 1.015 mmol), diacetoxypalladium (0.053 g, 0.236 mmol) and toluene (10 mL) were combined and heated at 40° C. for 10 minutes. The reaction was removed from heat and 7-iodo-1-(4-methoxybenzyl)-1H-pyrazolo[4,3-b]pyridine and 7-iodo-2-(4-methoxybenzyl)-2H-pyrazolo[4,3-b]pyridine as a 6:4 mixture of isomers (0.86 g, 2.355 mmol) suspended in toluene (15 mL), 2-(5-chloro-2-fluorophenyl)-6-methylpyridin-4-amine (0.557 g, 2.355 mmol), and sodium 2-methylpropan-2-olate (0.339 g, 3.53 m... Run at temperature 70 celsius, time 4 hour.